describe an organic reaction: reactants, conditions, products, and yield From a dataset of the Open Reaction Database (ORD), a public repository of structured organic reaction records. Reactants: OO (H2O2), FC(C(C(C(=O)OC(C(C(C(F)(F)F)(F)F)(F)F)=O)(F)F)(F)F)(F)F (heptafluorobutyric anhydride). Run in FC(C(C(C(=O)O)(F)F)(F)F)(F)F (heptafluorobutyric acid). The product is FC(C(C(=O)OOC(C(C(C(F)(F)F)(F)F)(F)F)=O)(F)F)(C(F)(F)F)F (bis(heptafluorobutanoyl) peroxide). As a reaction SMILES: [OH:1][OH:2].FC(F)(F)C(F)(F)C(F)(F)C([O:9][C:10](=O)[C:11]([F:20])([F:19])[C:12]([F:18])([F:17])[C:13]([F:16])([F:15])[F:14])=O>FC(F)(F)C(F)(F)C(F)(F)C(O)=O>[F:17][C:12]([F:18])([C:13]([F:14])([F:15])[F:16])[C:11]([F:20])([F:19])[C:10]([O:1][O:2][C:10](=[O:9])[C:11]([F:19])([F:20])[C:12]([F:17])([F:18])[C:13]([F:16])([F:15])[F:14])=[O:9]. Procedure: In a manner similar to that of Example 1, H2O2 (>95%) was combined with heptafluorobutyric anhydride to give bis(heptafluorobutanoyl) peroxide (δ−82.6, −118.4, −128.2) in heptafluorobutyric acid. Starting materials: S(=O)(=O)(C1=CC=C(C)C=C1)NC1=C(C(=O)C2=C(C(=C(C=C2)OC)OC)O)C=C(C=C1)Cl (2-tosylamino-5-chloro-2'-hydroxy-3', 4'-dimethoxybenzophenone), S(O)(O)(=O)=O (sulfuric acid). Run in O (water). Yields the product NC1=C(C(=O)C2=C(C(=C(C=C2)OC)OC)O)C=C(C=C1)Cl (2-amino-5-chloro-2'-hydroxy-3',4'-dimethoxybenzophenone). Yield: 76.7%. RXN SMILES: S([NH:11][C:12]1[CH:30]=[CH:29][C:28]([Cl:31])=[CH:27][C:13]=1[C:14]([C:16]1[CH:21]=[CH:20][C:19]([O:22][CH3:23])=[C:18]([O:24][CH3:25])[C:17]=1[OH:26])=[O:15])(C1C=CC(C)=CC=1)(=O)=O.S(=O)(=O)(O)O>O>[NH2:11][C:12]1[CH:30]=[CH:29][C:28]([Cl:31])=[CH:27][C:13]=1[C:14]([C:16]1[CH:21]=[CH:20][C:19]([O:22][CH3:23])=[C:18]([O:24][CH3:25])[C:17]=1[OH:26])=[O:15]. Procedure: A mixture of 2-tosylamino-5-chloro-2'-hydroxy-3', 4'-dimethoxybenzophenone (5.89 g) and 70% sulfuric acid (50 ml) was heated for 1 hr. at 90° C. The whole was diluted with water and extracted with chloroform. The chloroform layer was washed with water, dried over anhydrous magnesium sulfate and concentrated. The residue was purified by a column chromatography on silica gel and recrystallized from a mixture of ether and hexane to give 2-amino-5-chloro-2'-hydroxy-3',4'-dimethoxybenzophenone as col... The reactants are N[C@H]1[C@H](CCCC1)CN1CC(O[C@H](C1)CC1=CC=CC=C1)=O (4-((1R,2R)-2-Amino-cyclohexylmethyl)-(6S)-6-benzyl-morpholin-2-one), C(=O)(OCC1=CC=CC=C1)N1C(C(OCC1)=O)C1CCCCC1 (N-CBZ cyclohexyl morpholin-2-one), [H][H] (hydrogen). The reagents and catalysts are [Pd] (Pd/C). Run in CO (methanol). The product is NC1N(CCOC1=O)C1CCCCC1 (amino cyclohexyl morpholin-2-one). As a reaction SMILES: N[C@@H]1[CH2:7][CH2:6][CH2:5][CH2:4][C@@H:3]1[CH2:8][N:9]1[CH2:14][C@H:13](CC2C=CC=CC=2)[O:12][C:11](=[O:22])[CH2:10]1.C([N:33]1CCOC(=O)C1C1CCCCC1)(OCC1C=CC=CC=1)=O.[H][H]>CO.[Pd]>[NH2:33][CH:10]1[C:11](=[O:22])[O:12][CH2:13][CH2:14][N:9]1[CH:8]1[CH2:3][CH2:4][CH2:5][CH2:6][CH2:7]1. Reported procedure: A solution of crude aldehyde from part 3 above (6.6 g, 28 mmol) in CH2Cl2 (100 ml) was treated with R-α-methylbenzyl amine (3.4 g, 28 mmol) and Na(OAc)3BH (8.9 g, 42 mmol). The resulting mixture was stirred at room temperature overnight. The mixture was quenched with 1 N NaOH (50 ml) and stirred for 30 minutes. The organic layer separated and washed with water, and brine. The extract was dried over MgSO4, filtered and concentrated on a rotary evaporator to give a thick oil. This was chromatograp... Conditions: time 48 hour. Run in ClCCl (dichloromethane), N1=CC=CC=C1 (pyridine). The reactants are C1(=CC=C(C=C1)S(=O)(=O)Cl)C (p-toluenesulphonyl chloride), N(=[N+]=[N-])[C@H]([C@@H](CO)O)CC1=CC=CC=C1 (3(S)-azido-4-phenyl-1,2(S)-butanediol). Isolated yield 82.4%. Product: N(=[N+]=[N-])[C@H]([C@@H](COS(=O)(=O)C1=CC=C(C=C1)C)O)CC1=CC=CC=C1 (3(S)-azido-4-phenyl-1-(p-toluenesulphonyloxy)-2(S)-butanol). Procedure details: 1.05 g (5.5 mmol) of p-toluenesulphonyl chloride were added to a solution of 0.95 g (4.6 mmol) of 3(S)-azido-4-phenyl-1,2(S)-butanediol and 30 mg of 4-dimethylaminopyridine in a mixture of 30 ml of dichloromethane and 5 ml of pyridine. The resulting solution was stirred at room temperature for 48 hours. The solvents were removed under reduced pressure and the oily residue was partitioned between water and ethyl acetate. The aqueous phase was back-extracted twice with ethyl acetate. The organic p... As a reaction SMILES: [C:1]1([CH3:11])[CH:6]=[CH:5][C:4]([S:7](Cl)(=[O:9])=[O:8])=[CH:3][CH:2]=1.[N:12]([C@@H:15]([CH2:20][C:21]1[CH:26]=[CH:25][CH:24]=[CH:23][CH:22]=1)[C@H:16]([OH:19])[CH2:17][OH:18])=[N+:13]=[N-:14]>CN(C)C1C=CN=CC=1.ClCCl.N1C=CC=CC=1>[N:12]([C@@H:15]([CH2:20][C:21]1[CH:26]=[CH:25][CH:24]=[CH:23][CH:22]=1)[C@H:16]([OH:19])[CH2:17][O:18][S:7]([C:4]1[CH:5]=[CH:6][C:1]([CH3:11])=[CH:2][CH:3]=1)(=[O:9])=[O:8])=[N+:13]=[N-:14]. Reagents/catalysts: CN(C1=CC=NC=C1)C (4-dimethylaminopyridine). The reactants are ClC(C(=O)Cl)C (2-chloropropionyl chloride), Cl.NCC#N (aminoacetonitrile hydrochloride). The solvent is ClC=C(Cl)Cl (trichloroethylene). The product is ClC(C(=O)NCC#N)C (2-chloro-N-cyanomethylpropionamide). Yield: 96.7%. Reaction SMILES: [Cl:1][CH:2]([CH3:6])[C:3](Cl)=[O:4].Cl.[NH2:8][CH2:9][C:10]#[N:11]>ClC=C(Cl)Cl>[Cl:1][CH:2]([CH3:6])[C:3]([NH:11][CH2:10][C:9]#[N:8])=[O:4] |f:1.2|. Procedure: In this preparation 42 g of 2-chloropropionyl chloride and 27.8 g aminoacetonitrile hydrochloride were admixed with 100 ml of trichloroethylene and stirred at reflux for 5 hours. The reaction mixture was then filtered and the filtrate was distilled to remove the solvent affording 42.6 g of an oily 2-chloro-N-cyanomethylpropionamide product. Reactants: [Cl-].[Ca+2].[Cl-] (calcium chloride), C(C1=CC=2OCOC2C=C1)Br (piperonyl bromide), C(C#CC)O (2-butyn-1-ol). Reagents/catalysts: [O-2].[Zn+2] (zinc(II) oxide). Run in ClC(C)Cl (dichloroethane). Conditions: time 1 hour. The product is C(C#CC)OCC1=CC2=C(OCO2)C=C1 (5-[(2-butynyloxy)methyl]-1,3-benzodioxol). Reaction SMILES: [Cl-].[Ca+2].[Cl-].[CH2:4](Br)[C:5]1[CH:13]=[CH:12][C:11]2[O:10][CH2:9][O:8][C:7]=2[CH:6]=1.[CH2:15]([OH:19])[C:16]#[C:17][CH3:18]>[O-2].[Zn+2].ClC(Cl)C>[CH2:15]([O:19][CH2:4][C:5]1[CH:13]=[CH:12][C:11]2[O:10][CH2:9][O:8][C:7]=2[CH:6]=1)[C:16]#[C:17][CH3:18] |f:0.1.2,5.6|. Reported procedure: To a flask equipped with magnetic stirred condenser and drying tube filled with calcium chloride, 3.0 g, (13.95 mmol) of piperonyl bromide, 2.0 g (27.9 mmol) of 2-butyn-1-ol and 50 ml of dichloroethane are placed. After the addition of zinc(II) oxide (1.1 g, 13.5 mmol) the suspension is stirred at room temperature for 1 hour. The reaction is accompanied by a characteristic chance of colour. The mixture is then filtered, the filtrate is evaporated. The residual oil is dissolved in 50 ml of ether,... Reactants: CN(C)C=O, O=C(O)c1cc([N+](=O)[O-])cnc1O, O=S(Cl)Cl. Reaction SMILES: [CH3:14][N:15]([CH3:16])[CH:17]=[O:18].[OH:1][c:2]1[c:3]([C:4](=[O:5])[OH:6])[cH:7][c:8]([N+:11](=[O:12])[O-:13])[cH:9][n:10]1.[S:19]([Cl:20])([Cl:21])=[O:22]>>[c:2]1([Cl:21])[c:3]([C:4](=[O:5])[OH:6])[cH:7][c:8]([N+:11](=[O:12])[O-:13])[cH:9][n:10]1. The product is O=C(O)c1cc([N+](=O)[O-])cnc1Cl. The reactants are O=C1CC2CCC(C1)N2, CCN(C(C)C)C(C)C, O=C(Cl)OCc1ccccc1, ClCCl. The product is O=C1CC2CCC(C1)N2C(=O)OCc1ccccc1. RXN SMILES: [CH:1]12[CH2:2][C:3](=[O:9])[CH2:4][CH:5]([CH2:6][CH2:7]1)[NH:8]2.[CH:21]([N:22]([CH2:23][CH3:24])[CH:25]([CH3:26])[CH3:27])([CH3:28])[CH3:29].[Cl:10][C:11](=[O:12])[O:13][CH2:14][c:15]1[cH:16][cH:17][cH:18][cH:19][cH:20]1.[Cl:30][CH2:31][Cl:32]>>[CH:1]12[CH2:2][C:3](=[O:9])[CH2:4][CH:5]([CH2:6][CH2:7]1)[N:8]2[C:11](=[O:12])[O:13][CH2:14][c:15]1[cH:16][cH:17][cH:18][cH:19][cH:20]1.